Dataset: the Open Reaction Database (ORD), a public repository of structured organic reaction records. Task: describe an organic reaction: reactants, conditions, products, and yield The reactants are [H-], NOP(=O)(c1ccccc1)c1ccccc1, CCOC(=O)c1c[nH]c(C#N)c1-c1ccc(N)c(F)c1, [Na+], CN(C)C=O. Yields the product CCOC(=O)c1cn(N)c(C#N)c1-c1ccc(N)c(F)c1. Reaction SMILES: [H-:1].[NH2:23][O:24][P:25](=[O:26])([c:27]1[cH:28][cH:29][cH:30][cH:31][cH:32]1)[c:33]1[cH:34][cH:35][cH:36][cH:37][cH:38]1.[NH2:3][c:4]1[c:5]([F:22])[cH:6][c:7](-[c:10]2[c:11]([C:17](=[O:18])[O:19][CH2:20][CH3:21])[cH:12][nH:13][c:14]2[C:15]#[N:16])[cH:8][cH:9]1.[Na+:2].[O:39]=[CH:40][N:41]([CH3:42])[CH3:43]>>[NH2:3][c:4]1[c:5]([F:22])[cH:6][c:7](-[c:10]2[c:11]([C:17](=[O:18])[O:19][CH2:20][CH3:21])[cH:12][n:13]([NH2:23])[c:14]2[C:15]#[N:16])[cH:8][cH:9]1. Reactants: C(#N)CC1(CCC(CC1)=O)N1N=C(C(=C1)C(=O)N)NC1=CC=C(C=C1)F (1-[1-(cyanomethyl)-4-oxocyclohexyl]-3-[(4-fluorophenyl)amino]-1H-pyrazole-4-carboxamide), CO (MeOH), [BH4-].[Na+] (NaBH4). The solvent is CCOC(=O)C (EtOAc), O (H2O), C1CCOC1 (THF). Conditions: temperature 0 celsius, time 10 minute. Product: C(#N)CC1(CCC(CC1)O)N1N=C(C(=C1)C(=O)N)NC1=CC=C(C=C1)F (1-[1-(Cyanomethyl)-4-hydroxycyclohexyl]-3-[(4-fluorophenyl)amino]-1H-pyrazole-4-carboxamide). RXN SMILES: [C:1]([CH2:3][C:4]1([N:11]2[CH:15]=[C:14]([C:16]([NH2:18])=[O:17])[C:13]([NH:19][C:20]3[CH:25]=[CH:24][C:23]([F:26])=[CH:22][CH:21]=3)=[N:12]2)[CH2:9][CH2:8][C:7](=[O:10])[CH2:6][CH2:5]1)#[N:2].CO.[BH4-].[Na+]>C1COCC1.CCOC(C)=O.O>[C:1]([CH2:3][C:4]1([N:11]2[CH:15]=[C:14]([C:16]([NH2:18])=[O:17])[C:13]([NH:19][C:20]3[CH:21]=[CH:22][C:23]([F:26])=[CH:24][CH:25]=3)=[N:12]2)[CH2:9][CH2:8][CH:7]([OH:10])[CH2:6][CH2:5]1)#[N:2] |f:2.3|. Reported procedure: To a solution of 1-[1-(cyanomethyl)-4-oxocyclohexyl]-3-[(4-fluorophenyl)amino]-1H-pyrazole-4-carboxamide (90 mg, 0.25 mmol) in a mixture of THF (1.9 mL)/MeOH (0.6 mL) at 0° C. was added NaBH4 (10 mg, 0.25 mmol), and the mixture was stirred at 0° C. for 10 minutes, then warmed to ambient temperature and stirred for another 10 minutes. The mixture was diluted with EtOAc and H2O. The organic layer was separated, washed with saturated aqueous NH4Cl, brine, dried over anhydrous MgSO4, and concentrate... The reactants are N1C=C(C=2C1=NC=CC2)CNC2=C(C(=O)O)C=CC=C2 (2-[(1H-pyrrolo[2,3-b]pyridin-3-ylmethyl)-amino]-benzoic acid), C(C)(C)(C)OC(=O)N1CC2=CC(=CC=C2C(C1)(C)C)N (7-amino-4,4-dimethyl-3,4-dihydro-1H-isoquinoline-2-carboxylic acid tert-butyl ester), CN(C)C(=[N+](C)C)ON1C2=C(C=CC=C2)N=N1.[B-](F)(F)(F)F (TBTU), CCN(C(C)C)C(C)C (DIEA). Run in C(Cl)Cl (CH2Cl2), C(Cl)Cl (CH2Cl2). Run at time 2 hour. Yields the product C(C)(C)(C)OC(=O)N1CC2=CC(=CC=C2C(C1)(C)C)NC(C1=C(C=CC=C1)NCC1=CNC2=NC=CC=C21)=O (4,4-dimethyl-7-{2-[(1H-pyrrolo[2,3-b]pyridin-3-ylmethyl)-amino]-benzoylamino}-3,4-dihydro-1H-isoquinoline-2-carboxylic acid tert-butyl ester). As a reaction SMILES: [NH:1]1[C:5]2=[N:6][CH:7]=[CH:8][CH:9]=[C:4]2[C:3]([CH2:10][NH:11][C:12]2[CH:20]=[CH:19][CH:18]=[CH:17][C:13]=2[C:14]([OH:16])=O)=[CH:2]1.[C:21]([O:25][C:26]([N:28]1[CH2:37][C:36]([CH3:39])([CH3:38])[C:35]2[C:30](=[CH:31][C:32]([NH2:40])=[CH:33][CH:34]=2)[CH2:29]1)=[O:27])([CH3:24])([CH3:23])[CH3:22].CN(C(ON1N=NC2C=CC=CC1=2)=[N+](C)C)C.[B-](F)(F)(F)F.CCN(C(C)C)C(C)C>C(Cl)Cl>[C:21]([O:25][C:26]([N:28]1[CH2:37][C:36]([CH3:39])([CH3:38])[C:35]2[C:30](=[CH:31][C:32]([NH:40][C:14](=[O:16])[C:13]3[CH:17]=[CH:18][CH:19]=[CH:20][C:12]=3[NH:11][CH2:10][C:3]3[C:4]4[C:5](=[N:6][CH:7]=[CH:8][CH:9]=4)[NH:1][CH:2]=3)=[CH:33][CH:34]=2)[CH2:29]1)=[O:27])([CH3:24])([CH3:22])[CH3:23] |f:2.3|. Reported procedure: A mixture of 2-[(1H-pyrrolo[2,3-b]pyridin-3-ylmethyl)-amino]-benzoic acid (Step A, 516 mg, 2.0 mmol), 7-amino-4,4-dimethyl-3,4-dihydro-1H-isoquinoline-2-carboxylic acid tert-butyl ester (552 mg, 2.0 mmol), TBTU (0.706 g, 2.2 mmol), and DIEA (0.7 mL) in 30 mL of CH2Cl2 was stirred at RT for 2 h, then diluted with more CH2Cl2. The organic layer was washed with water, brine, dried with MgSO4, filtered, and condensed. The residue was purified by flash column chromatography (0 to 30% of EtOAc in CH2C... The reactants are COC1=C(C=C(C=C1C)C)/C=C/C(=O)O ((E)-3-(2-methoxy-3,5-dimethylphenyl)propenoic acid), [H][H] (hydrogen). Reagents/catalysts: [Pd] (palladium-on-carbon). Run in C(C)(=O)O (acetic acid). The product is COC1=C(C=C(C=C1C)C)CCC(=O)O (3-(2-Methoxy-3,5-dimethylphenyl)propionic Acid). The yield is 91.9%. RXN SMILES: [CH3:1][O:2][C:3]1[C:8]([CH3:9])=[CH:7][C:6]([CH3:10])=[CH:5][C:4]=1/[CH:11]=[CH:12]/[C:13]([OH:15])=[O:14].[H][H]>C(O)(=O)C.[Pd]>[CH3:1][O:2][C:3]1[C:8]([CH3:9])=[CH:7][C:6]([CH3:10])=[CH:5][C:4]=1[CH2:11][CH2:12][C:13]([OH:15])=[O:14]. Reported procedure: In acetic acid (80 mL) were suspended (E)-3-(2-methoxy-3,5-dimethylphenyl)propenoic acid (9.60 g, 46.5 mmol) and 10% palladium-on-carbon (hydrous) (0.60 g) and the suspension was stirred in a hydrogen atmosphere at 60° C. for 14 hours. The catalyst was then filtered off and the filtrate was concentrated under reduced pressure. The residue was crystallized from ethanol to provide 8.90 g of the title compound. Yield 91%.